Dataset: the Open Reaction Database (ORD), a public repository of structured organic reaction records. Task: describe an organic reaction: reactants, conditions, products, and yield Reactants: ( 4.43 ), ( 100 ), [Na+].[Cl-] (NaCl), CC(=CCC1=C(C=C(C=C1O)O)C2=CC=3C=CC(=CC3O2)O)C (Demethylmoracin I), ( 4.49 ), ( 4.49 ), ( 56 ). Run in CO (MeOH). Product: CC(=CCC=1C=C2C=C(OC2=CC1O)C=3C=C(C=C(C3)O)O)C (Moracin N). RXN SMILES: [Na+].[Cl-].CC(C)=CC[C:7]1[C:12]([OH:13])=[CH:11][C:10]([OH:14])=[CH:9][C:8]=1[C:15]1[O:23][C:22]2[CH:21]=[C:20]([OH:24])[CH:19]=[CH:18][C:17]=2[CH:16]=1>CO>[CH3:9][C:8]([CH3:15])=[CH:7][CH2:12][C:19]1[CH:18]=[C:17]2[C:22](=[CH:21][C:20]=1[OH:24])[O:23][C:15]([C:8]1[CH:9]=[C:10]([OH:14])[CH:11]=[C:12]([OH:13])[CH:7]=1)=[CH:16]2 |f:0.1|. Reported procedure: Needles; mp 183-184° C.; UV (MeOH) λmax (log ε) 330.5 (4.43), 319.5 (4.49), 218 (4.49) nm; IR (NaCl) γmax 3356, 2924, 1617, 1456 cm−1; 1H NMR (CD3OD, 500 MHz) δ 1.72 (3H, s, H-4″), 1.74 (3H, s, H-5″), 3.32 (2H, brd, H-1″), 5.35 (1H, m, H-2″), 6.23 (1H, t, J=2.2 Hz, H-4′), 6.74 (2H, d, J=2.2 Hz, H-2′), 6.84 (1H, s, H-3), 6.87 (1H, s, H-7), 7.18 (1H, s, H-4); 13C NMR (CD3OD, 125 MHz) δ 17.8 (C-4″), 26.0 (C-5″), 29.5 (C-1″), 97.8 (C-7), 102.2 (C-3), 103.3 (C-4′), 103.8 (C-2′), 121.4 (C-4), 122.7 (C... Starting materials: NC(=O)CCC(=O)NBr, CCNC(=O)Nc1cc(-c2ccc(F)nc2)ccn1, CN(C)C=O. The product is CCNC(=O)Nc1cc(-c2ccc(F)nc2)c(Br)cn1. As a reaction SMILES: [Br:20][NH:21][C:22](=[O:23])[CH2:24][CH2:25][C:26]([NH2:27])=[O:28].[CH2:1]([CH3:2])[NH:3][C:4](=[O:5])[NH:6][c:7]1[n:8][cH:9][cH:10][c:11](-[c:13]2[cH:14][n:15][c:16]([F:19])[cH:17][cH:18]2)[cH:12]1.[O:29]=[CH:30][N:31]([CH3:32])[CH3:33]>>[CH2:1]([CH3:2])[NH:3][C:4](=[O:5])[NH:6][c:7]1[n:8][cH:9][c:10]([Br:20])[c:11](-[c:13]2[cH:14][n:15][c:16]([F:19])[cH:17][cH:18]2)[cH:12]1. Reactants: CC(C)(C)O, CC#N, CCOCC, CCCCCC, CCOC(C)=O, ClCCl, Cc1nc(-c2ccccc2)cc(-c2ccc(F)cc2)c1CO, [Na+], [OH-]. Product: Cc1nc(-c2ccccc2)cc(-c2ccc(F)cc2)c1C=O. As a reaction SMILES: [C:1]([OH:2])([CH3:3])([CH3:4])[CH3:5].[CH3:33][C:34]#[N:35].[CH3:36][CH2:37][O:38][CH2:39][CH3:40].[CH3:41][CH2:42][CH2:43][CH2:44][CH2:45][CH3:46].[CH3:47][CH2:48][O:49][C:50]([CH3:51])=[O:52].[Cl:30][CH2:31][Cl:32].[F:6][c:7]1[cH:8][cH:9][c:10](-[c:13]2[c:14]([CH2:26][OH:27])[c:15]([CH3:25])[n:16][c:17](-[c:19]3[cH:20][cH:21][cH:22][cH:23][cH:24]3)[cH:18]2)[cH:11][cH:12]1.[Na+:29].[OH-:28]>>[F:6][c:7]1[cH:8][cH:9][c:10](-[c:13]2[c:14]([CH:26]=[O:27])[c:15]([CH3:25])[n:16][c:17](-[c:19]3[cH:20][cH:21][cH:22][cH:23][cH:24]3)[cH:18]2)[cH:11][cH:12]1. Starting materials: [Li]CCCC (n-BuLi), COC(C1=CC(=C(C=C1)F)C)=O (4-fluoro-3-methyl-benzoic acid methyl ester), Cl (HCl), CP(OC)(OC)=O (dimethyl methylphosphonate). The solvent is CCCCCC (hexane), C1CCOC1 (THF), O1CCOCC1 (dioxane), C1CCOC1 (THF), C1CCOC1 (THF). Reaction conditions: time 45 minute. The product is COP(OC)(=O)CC(=O)C1=CC(=C(C=C1)F)C ([2-(4-fluoro-3-methyl-phenyl)-2-oxo-ethyl]-phosphonic acid dimethyl ester). As a reaction SMILES: [CH3:1][P:2](=[O:7])([O:5][CH3:6])[O:3][CH3:4].[Li]CCCC.C[O:14][C:15](=O)[C:16]1[CH:21]=[CH:20][C:19]([F:22])=[C:18]([CH3:23])[CH:17]=1.Cl>C1COCC1.CCCCCC.O1CCOCC1>[CH3:4][O:3][P:2]([CH2:1][C:15]([C:16]1[CH:21]=[CH:20][C:19]([F:22])=[C:18]([CH3:23])[CH:17]=1)=[O:14])(=[O:7])[O:5][CH3:6]. Procedure: To a mixture of 19.2 g (155 mmol) dimethyl methylphosphonate in 150 mL THF at −70° C. was added 97 mL (155 mmol) 1.6M n-BuLi in hexane. The mixture was stirred for 45 min and a solution of 11.8 g (70 mmol) 4-fluoro-3-methyl-benzoic acid methyl ester in 15 mL THF was added. After 15 min at −70° C. the mixture was allowed to warm to 0° C. and neutralized with 4N HCl in dioxane. The mixture was diluted with 500 mL THF to obtain [2-(4-fluoro-3-methyl-phenyl)-2-oxo-ethyl]-phosphonic acid dimethyl est... The reactants are C(C)(C)(C)NS(=O)(=O)C1=CN(C=C1)S(=O)(=O)C1=CC=C(C)C=C1 (N-(tert-Butyl)-1-tosyl-1H-pyrrole-3-sulfonamide), CO (MeOH), O (water), C(=O)([O-])[O-].[K+].[K+] (K2CO3). Solvent: C1CCOC1 (THF), CC(=O)O (AcOH). Run at temperature 60 celsius. Yields the product C(C)(C)(C)NS(=O)(=O)C1=CNC=C1 (N-(tert-Butyl)-1H-pyrrole-3-sulfonamide). Isolated yield 68.7%. Reaction SMILES: [C:1]([NH:5][S:6]([C:9]1[CH:13]=[CH:12][N:11](S(C2C=CC(C)=CC=2)(=O)=O)[CH:10]=1)(=[O:8])=[O:7])([CH3:4])([CH3:3])[CH3:2].CO.O.C([O-])([O-])=O.[K+].[K+]>C1COCC1.CC(O)=O>[C:1]([NH:5][S:6]([C:9]1[CH:13]=[CH:12][NH:11][CH:10]=1)(=[O:8])=[O:7])([CH3:4])([CH3:2])[CH3:3] |f:3.4.5|. Procedure details: To a solution of compound 27c (665 mg, 1.87 mmol) in a mixture of THF (12 mL), MeOH (12 mL) and water (3 mL) was added K2CO3 (3.1 g, 22 mmol) and then the solution was heated at 60° C. overnight, cooled, acidified to pH=5 with AcOH and extracted with EA twice. The combined organic layers were washed with water (3×) and brine, concentrated and purified by CC (PE/EA=2/1) to give compound 27d (260 mg, 69%) as a solid. The reactants are C(C)(C)(C)S(=O)N=CCCCC(=O)OC (methyl 5-((tert-butylsulfinyl)imino)pentanoate), IC1=C(C=CC=C1OC)OC (2-iodo-1,3-dimethoxybenzene), [Li]CCCC (n-BuLi), hexanes, [NH4+].[Cl-] (NH4Cl). Solvent: C1CCOC1 (THF), C1CCOC1 (THF), O (water), CCOCC (Et2O). Reaction conditions: temperature -78 celsius, time 15 minute. The product is COC1=C(C(=CC=C1)OC)C(CCCC(=O)OC)NS(=O)C(C)(C)C (methyl 5-(2,6-dimethoxyphenyl)-5-(1,1-dimethylethylsulfinamido)pentanoate). RXN SMILES: I[C:2]1[C:7]([O:8][CH3:9])=[CH:6][CH:5]=[CH:4][C:3]=1[O:10][CH3:11].[Li]CCCC.[C:17]([S:21]([N:23]=[CH:24][CH2:25][CH2:26][CH2:27][C:28]([O:30][CH3:31])=[O:29])=[O:22])([CH3:20])([CH3:19])[CH3:18].[NH4+].[Cl-]>C1COCC1.O.CCOCC>[CH3:11][O:10][C:3]1[CH:4]=[CH:5][CH:6]=[C:7]([O:8][CH3:9])[C:2]=1[CH:24]([NH:23][S:21]([C:17]([CH3:20])([CH3:19])[CH3:18])=[O:22])[CH2:25][CH2:26][CH2:27][C:28]([O:30][CH3:31])=[O:29] |f:3.4|. Procedure: A cooled (−78° C.) yellow solution of commercially available 2-iodo-1,3-dimethoxybenzene (9.930 g; 37.60 mmol) in anh. THF (170 ml), under nitrogen, was treated dropwise with a solution of 1.6 M n-BuLi in hexanes (23.5 ml; 37.60 mmol). The resulting slightly yellow solution was further stirred at −78° C. for 15 min. A yellow solution of methyl 5-((tert-butylsulfinyl)imino)pentanoate (5.850 g; 25.07 mmol) in anh. THF (12 ml) was then added dropwise to the cooled reaction mixture, and stirring at ... The reactants are CC(C)(C)OC(=O)NS(=O)(=O)Cl, C1CCOC1, O, c1ccc2[nH]ccc2c1. Product: CC(C)(C)OC(=O)NS(=O)(=O)c1c[nH]c2ccccc12. Reaction SMILES: [C:10](=[O:11])([O:12][C:13]([CH3:14])([CH3:15])[CH3:16])[NH:17][S:18](=[O:19])(=[O:20])[Cl:21].[CH2:23]1[O:24][CH2:25][CH2:26][CH2:27]1.[OH2:22].[nH:1]1[cH:2][cH:3][c:4]2[cH:5][cH:6][cH:7][cH:8][c:9]12>>[nH:1]1[cH:2][c:3]([S:18]([NH:17][C:10](=[O:11])[O:12][C:13]([CH3:14])([CH3:15])[CH3:16])(=[O:19])=[O:20])[c:4]2[cH:5][cH:6][cH:7][cH:8][c:9]12.